This data is from the Open Reaction Database (ORD), a public repository of structured organic reaction records. The task is: describe an organic reaction: reactants, conditions, products, and yield The reactants are ClC(Cl)(OC(OC(Cl)(Cl)Cl)=O)Cl (triphosgene), ClC1=C(N)C=CC(=C1)OC1=CC=NC2=CC(=C(C=C12)OC)OC (2-Chloro-4-[(6,7-dimethoxy-4-quinolyl)oxy]aniline), N1=CC=CC=C1 (pyridine), NC=1SC=C(N1)C (2-amino-4-methylthiazole). Run in C(Cl)(Cl)Cl (chloroform), O (water), C(Cl)(Cl)Cl (chloroform). Run at time 10 minute. Product: ClC1=C(C=CC(=C1)OC1=CC=NC2=CC(=C(C=C12)OC)OC)NC(=O)NC=1SC=C(N1)C (N-{2-Chloro-4-[(6,7-dimethoxy-4-quinolyl)oxy]phenyl}-N′-(4-methyl-1,3-thiazol-2-yl)urea). Isolated yield 126.0%. RXN SMILES: [Cl:1][C:2]1[CH:8]=[C:7]([O:9][C:10]2[C:19]3[C:14](=[CH:15][C:16]([O:22][CH3:23])=[C:17]([O:20][CH3:21])[CH:18]=3)[N:13]=[CH:12][CH:11]=2)[CH:6]=[CH:5][C:3]=1[NH2:4].N1C=CC=CC=1.ClC(Cl)(O[C:34](=[O:40])OC(Cl)(Cl)Cl)Cl.[NH2:42][C:43]1[S:44][CH:45]=[C:46]([CH3:48])[N:47]=1>C(Cl)(Cl)Cl.O>[Cl:1][C:2]1[CH:8]=[C:7]([O:9][C:10]2[C:19]3[C:14](=[CH:15][C:16]([O:22][CH3:23])=[C:17]([O:20][CH3:21])[CH:18]=3)[N:13]=[CH:12][CH:11]=2)[CH:6]=[CH:5][C:3]=1[NH:4][C:34]([NH:42][C:43]1[S:44][CH:45]=[C:46]([CH3:48])[N:47]=1)=[O:40]. Procedure details: 2-Chloro-4-[(6,7-dimethoxy-4-quinolyl)oxy]aniline (100 mg) was dissolved in chloroform (10 ml) and pyridine (0.1 ml) to prepare a solution. A solution of triphosgene (45 mg) in chloroform was then added to the solution, and the mixture was stirred at room temperature for 10 min. Next, 2-amino-4-methylthiazole (38 mg) was added thereto, and the mixture was further stirred at room temperature overnight. Iced water was added to the reaction solution, and the mixture was extracted with chloroform. T... Starting materials: Nc1cc(Br)cc(C(F)(F)F)c1, O=C([O-])[O-], C=CCN1CCN(C)CC1, B1C2CCCC1CCC2, [K+], [K+], CN(C)C=O. Product: CN1CCN(CCCc2cc(N)cc(C(F)(F)F)c2)CC1. Reaction SMILES: [Br:20][c:21]1[cH:22][c:23]([NH2:24])[cH:25][c:26]([C:28]([F:29])([F:30])[F:31])[cH:27]1.[C:32](=[O:33])([O-:34])[O-:35].[CH2:1]([CH:2]=[CH2:3])[N:4]1[CH2:5][CH2:6][N:7]([CH3:10])[CH2:8][CH2:9]1.[CH:11]12[CH2:12][CH2:13][CH2:14][CH:15]([BH:16]1)[CH2:17][CH2:18][CH2:19]2.[K+:36].[K+:37].[O:38]=[CH:39][N:40]([CH3:41])[CH3:42]>>[CH2:1]([CH2:2][CH2:3][c:21]1[cH:22][c:23]([NH2:24])[cH:25][c:26]([C:28]([F:29])([F:30])[F:31])[cH:27]1)[N:4]1[CH2:5][CH2:6][N:7]([CH3:10])[CH2:8][CH2:9]1.